Dataset: the Open Reaction Database (ORD), a public repository of structured organic reaction records. Task: describe an organic reaction: reactants, conditions, products, and yield Yields the product CS(=O)(=O)OC1CCC2(CCCC3=CC=CC=C23)CC1 (3',4'-dihydrospiro[cyclohexane-1,1'(2'H)-naphthalen]-4-ol methane sulfonate). Starting materials: ice, CS(=O)(=O)Cl (methane sulfonyl chloride), C12(CCCC3=CC=CC=C13)CCC(CC2)O (3',4'-dihydrospiro[cyclohexane-1,1'(2'H)-naphthalen]-4-ol), N1=CC=CC=C1 (pyridine). Isolated yield 94.3%. Run in O (water). Procedure: To an ice-cooled solution of 3.89 g. (0.018 M) of 3',4'-dihydrospiro[cyclohexane-1,1'(2'H)-naphthalen]-4-ol -(obtained in Example 17A) in 40 ml. of pyridine, 4 ml. of methane sulfonyl chloride is added. The mixture is allowed to stand in the cold for about 6 hours and then diluted with water. The material that precipitates is extracted with ether and the combined extracts washed successively with ice cold 2.5 N hydrochloric acid, water, saturated aqueous sodium bicarbonate solution and brine and... As a reaction SMILES: [C:1]12([CH2:15][CH2:14][CH:13]([OH:16])[CH2:12][CH2:11]1)[C:10]1[C:5](=[CH:6][CH:7]=[CH:8][CH:9]=1)[CH2:4][CH2:3][CH2:2]2.N1C=CC=CC=1.[CH3:23][S:24](Cl)(=[O:26])=[O:25]>O>[CH3:23][S:24]([O:16][CH:13]1[CH2:12][CH2:11][C:1]2([C:10]3[C:5](=[CH:6][CH:7]=[CH:8][CH:9]=3)[CH2:4][CH2:3][CH2:2]2)[CH2:15][CH2:14]1)(=[O:26])=[O:25].